Dataset: the Open Reaction Database (ORD), a public repository of structured organic reaction records. Task: describe an organic reaction: reactants, conditions, products, and yield Reactants: C=C(C#N)CCC#N, CCOCC, [H-], [Na+], OCc1ccccc1. Product: N#CCCC(C#N)COCc1ccccc1. Reaction SMILES: [CH2:11]=[C:12]([C:13]#[N:14])[CH2:15][CH2:16][C:17]#[N:18].[CH3:19][CH2:20][O:21][CH2:22][CH3:23].[H-:1].[Na+:2].[OH:3][CH2:4][c:5]1[cH:6][cH:7][cH:8][cH:9][cH:10]1>>[O:3]([CH2:4][c:5]1[cH:6][cH:7][cH:8][cH:9][cH:10]1)[CH2:11][CH:12]([C:13]#[N:14])[CH2:15][CH2:16][C:17]#[N:18].